From a dataset of the Open Reaction Database (ORD), a public repository of structured organic reaction records. describe an organic reaction: reactants, conditions, products, and yield Reactants: O=C([O-])[O-], Cc1ccc(S(=O)(=O)OCC2Cc3c(Br)cccc3O2)cc1, CCOCC, [K+], [K+], C1COCCO1, OB(O)c1ccccc1. The product is Cc1ccc(S(=O)(=O)OCC2Cc3c(cccc3-c3ccccc3)O2)cc1. As a reaction SMILES: [C:32](=[O:33])([O-:34])[O-:35].[CH3:1][c:2]1[cH:3][cH:4][c:5]([S:8](=[O:9])(=[O:10])[O:11][CH2:12][CH:13]2[O:14][c:15]3[c:16]([c:18]([Br:22])[cH:19][cH:20][cH:21]3)[CH2:17]2)[cH:6][cH:7]1.[CH3:44][CH2:45][O:46][CH2:47][CH3:48].[K+:36].[K+:37].[O:38]1[CH2:39][CH2:40][O:41][CH2:42][CH2:43]1.[OH:23][B:24]([OH:25])[c:26]1[cH:27][cH:28][cH:29][cH:30][cH:31]1>>[CH3:1][c:2]1[cH:3][cH:4][c:5]([S:8](=[O:9])(=[O:10])[O:11][CH2:12][CH:13]2[O:14][c:15]3[c:16]([c:18](-[c:26]4[cH:27][cH:28][cH:29][cH:30][cH:31]4)[cH:19][cH:20][cH:21]3)[CH2:17]2)[cH:6][cH:7]1. Starting materials: C(C)(=O)C=1N=C(OC1C1=C(C=CC=C1)Cl)C1=CC(=NC=C1C)NC(C)=O (N-{4-[4-acetyl-5-(2-chlorophenyl)-1,3-oxazol-2-yl]-5-methylpyridin-2-yl}acetamide), O.NN (Hydrazine hydrate), CN(C)C(OC)OC (DMF-DMA), CN(C)C(OC)OC (DMF-DMA). Run in C1(=CC=CC=C1)C (toluene). Conditions: temperature 100 celsius, time 4 day. Yields the product ClC1=C(C=CC=C1)C1=C(N=C(O1)C1=CC(=NC=C1C)NC(C)=O)C1=NNC=C1 (N-{4-[5-(2-chlorophenyl)-4-(1H-pyrazol-3-yl)-1,3-oxazol-2-yl]-5-methylpyridin-2-yl}acetamide). Yield: 359.7%. As a reaction SMILES: [C:1]([C:4]1[N:5]=[C:6]([C:16]2[C:21]([CH3:22])=[CH:20][N:19]=[C:18]([NH:23][C:24](=[O:26])[CH3:25])[CH:17]=2)[O:7][C:8]=1[C:9]1[CH:14]=[CH:13][CH:12]=[CH:11][C:10]=1[Cl:15])(=O)[CH3:2].C[N:28]([CH:30](OC)OC)C.O.[NH2:36]N>C1(C)C=CC=CC=1>[Cl:15][C:10]1[CH:11]=[CH:12][CH:13]=[CH:14][C:9]=1[C:8]1[O:7][C:6]([C:16]2[C:21]([CH3:22])=[CH:20][N:19]=[C:18]([NH:23][C:24](=[O:26])[CH3:25])[CH:17]=2)=[N:5][C:4]=1[C:1]1[CH:2]=[CH:30][NH:28][N:36]=1 |f:2.3|. Reported procedure: A solution of N-{4-[4-acetyl-5-(2-chlorophenyl)-1,3-oxazol-2-yl]-5-methylpyridin-2-yl}acetamide (0.12 g, 0.24 mmol) and DMF-DMA (0.84 mL, 0.63 mmol) in toluene (0.5 mL) was allowed to stir at 100° C. for 5 days, during which time several additional portions of DMF-DMA were added. The reaction mixture was concentrated and the residue was redissolved in AcOH (2 mL). Hydrazine hydrate (0.13 mL, 2.63 mmol) was added and the reaction mixture was allowed to stir at 100° C. for 4 days. The reaction mix...